This data is from the Open Reaction Database (ORD), a public repository of structured organic reaction records. The task is: describe an organic reaction: reactants, conditions, products, and yield Starting materials: [OH-].[Na+] (sodium hydroxide), BrCCCCOC1=CC2=CC=CC=C2C=C1 (2-[(4-bromobutyl)oxy]naphthalene), C(C)(=O)[O-].[Na+] (sodium acetate), [Cl-].C(CCCCCCC)[N+](CCC)(CCCCCCCC)CCCCCCCC (trioctylpropylammonium chloride). The solvent is C(C)O (ethanol), CCOCC (ether), O (water). Run at time 2 hour. Yields the product C1=C(C=CC2=CC=CC=C12)OCCCCO (4-[(2-Naphthalenyl)oxy]butanol). The yield is 31.9%. Reaction SMILES: Br[CH2:2][CH2:3][CH2:4][CH2:5][O:6][C:7]1[CH:16]=[CH:15][C:14]2[C:9](=[CH:10][CH:11]=[CH:12][CH:13]=2)[CH:8]=1.C([O-])(=[O:19])C.[Na+].[Cl-].C([N+](CCCCCCCC)(CCCCCCCC)CCC)CCCCCCC.[OH-].[Na+]>CCOCC.C(O)C.O>[CH:8]1[C:9]2[C:14](=[CH:13][CH:12]=[CH:11][CH:10]=2)[CH:15]=[CH:16][C:7]=1[O:6][CH2:5][CH2:4][CH2:3][CH2:2][OH:19] |f:1.2,3.4,5.6|. Reported procedure: A mixture of 2-[(4-bromobutyl)oxy]naphthalene (5.5 g), sodium acetate (13.1 g), trioctylpropylammonium chloride (1.21 g) and water (19 ml) was stirred at ca 100° for 2 h. 2N sodium hydroxide solution (32 ml) and ethanol (32 ml) were added to the cooled mixture which was stirred for a further 10 min at room temperature. The ethanol was evaporated in vacuo and the residue diluted with brine (150 ml) and extracted with ether (2×100 ml), which was dried and evaporated in vacuo to give a white solid.... Reactants: FC=1C=C(C#N)C=C(C1)C(F)(F)F (3-fluoro-5-(trifluoromethyl)benzonitrile), Cl.ON (hydroxyl amine HCl), C([O-])([O-])=O.[K+].[K+] (potassium carbonate). Run in C(C)O (ethanol). Yields the product FC=1C=C(C(N)=NO)C=C(C1)C(F)(F)F (3-Fluoro-N′-hydroxy-5-(trifluoromethyl)benzimidamide). The yield is 40.5%. As a reaction SMILES: [F:1][C:2]1[CH:3]=[C:4]([CH:7]=[C:8]([C:10]([F:13])([F:12])[F:11])[CH:9]=1)[C:5]#[N:6].Cl.[OH:15][NH2:16].C(=O)([O-])[O-].[K+].[K+]>C(O)C>[F:1][C:2]1[CH:3]=[C:4]([CH:7]=[C:8]([C:10]([F:11])([F:12])[F:13])[CH:9]=1)[C:5](=[N:16][OH:15])[NH2:6] |f:1.2,3.4.5|. Procedure: The title compound was prepared according to the procedure described in Intermediate-19 by using 3-fluoro-5-(trifluoromethyl)benzonitrile (2.00 g, 10.0 mmol), hydroxyl amine HCl (1.09 g, 15 mmol) and potassium carbonate (2.2 g, 15 mmol), ethanol (20 mL) to afford 0.900 g of the desired product. 1H NMR (300 MHz, DMSO d6): δ 6.10 (s, 2H), 7.69 (d, J=7.8 Hz, 1H), 7.79 (d, J=10.2 Hz, 1H), 10.03 (s, 1H); MS (m/z): 223.17 (M+H)+. Solvent: CCCCCC (hexane), O1CCCC1 (tetrahydrofuran), CCCCCC (hexane). Starting materials: C(=O)=O.CC(=O)C (dry ice acetone), Cl[Si](C)(C)C (chlorotrimethylsilane), BrC1=CC=C(C=C1)C(C(F)(F)F)(C(F)(F)F)C1=CC=C(C=C1)Br (2,2-bis(4-bromophenyl)hexafluoropropane), solution, C(CCC)[Li] (n-butyllithium). Run at temperature -78 celsius, time 16 hour. RXN SMILES: Br[C:2]1[CH:7]=[CH:6][C:5]([C:8]([C:17]2[CH:22]=[CH:21][C:20](Br)=[CH:19][CH:18]=2)([C:13]([F:16])([F:15])[F:14])[C:9]([F:12])([F:11])[F:10])=[CH:4][CH:3]=1.C([Li])CCC.C(=O)=O.CC(C)=O.Cl[Si:37]([CH3:40])([CH3:39])[CH3:38]>O1CCCC1.CCCCCC>[CH3:38][Si:37]([CH3:40])([CH3:39])[C:2]1[CH:7]=[CH:6][C:5]([C:8]([C:17]2[CH:22]=[CH:21][C:20]([Si:37]([CH3:40])([CH3:39])[CH3:38])=[CH:19][CH:18]=2)([C:13]([F:16])([F:15])[F:14])[C:9]([F:12])([F:11])[F:10])=[CH:4][CH:3]=1 |f:2.3|. Procedure details: To a solution of 4.62 g (0.1 mole) 2,2-bis(4-bromophenyl)hexafluoropropane in 75 ml of anhydrous tetrahydrofuran was added dropwise 28 ml (0.4 moles) of a 1.4 molar solution of n-butyllithium in hexane while the reaction mixture was cooled in a dry ice-acetone slush. The reaction mixture was stirred for one half hour at -78° C. A dropwise addition of chlorotrimethylsilane (5 ml, 0.04 moles) was then made to the reaction mixture at -78° C. The stirring slurry was allowed to come to ambient temper... Product: C[Si](C1=CC=C(C=C1)C(C(F)(F)F)(C(F)(F)F)C1=CC=C(C=C1)[Si](C)(C)C)(C)C (2,2-bis(4-trimethylsilylphenyl)hexafluoropropane). Starting materials: O=C([O-])[O-], COc1ccc2c(c1)C13CCN(C)C(C2)C1(OC)C(C)CC(=O)C3, [K+], [K+], N#CBr. The product is COc1ccc2c(c1)C13CCN(C#N)C(C2)C1(OC)C(C)CC(=O)C3. RXN SMILES: [C:28](=[O:29])([O-:30])[O-:31].[CH3:1][O:2][c:3]1[cH:4][cH:5][c:6]2[c:15]([cH:16]1)[C:14]13[C:9]([O:23][CH3:24])([CH:8]([CH2:7]2)[N:19]([CH3:20])[CH2:18][CH2:17]1)[CH:10]([CH3:22])[CH2:11][C:12](=[O:21])[CH2:13]3.[K+:32].[K+:33].[N:25]#[C:26][Br:27]>>[CH3:1][O:2][c:3]1[cH:4][cH:5][c:6]2[c:15]([cH:16]1)[C:14]13[C:9]([O:23][CH3:24])([CH:8]([CH2:7]2)[N:19]([C:20]#[N:25])[CH2:18][CH2:17]1)[CH:10]([CH3:22])[CH2:11][C:12](=[O:21])[CH2:13]3.